From a dataset of the Open Reaction Database (ORD), a public repository of structured organic reaction records. describe an organic reaction: reactants, conditions, products, and yield Starting materials: C(C)(=O)C=1C=C2CC(CC2=CC1CC)NC(C(F)(F)F)=O (N-(5-acetyl-6-ethyl-2,3-dihydro-1H-inden-2-yl)-2,2,2-trifluoroacetamide), [H][H] (hydrogen). Product: C(C)C=1C=C2CC(CC2=CC1CC)NC(C(F)(F)F)=O (N-(5,6-diethyl-2,3-dihydro-1H-inden-2-yl)-2,2,2-trifluoroacetamide), ( XIII ). RXN SMILES: [C:1]([C:4]1[CH:5]=[C:6]2[C:10](=[CH:11][C:12]=1[CH2:13][CH3:14])[CH2:9][CH:8]([NH:15][C:16](=[O:21])[C:17]([F:20])([F:19])[F:18])[CH2:7]2)(=O)[CH3:2].[H][H]>>[CH2:13]([C:12]1[CH:11]=[C:10]2[C:6](=[CH:5][C:4]=1[CH2:1][CH3:2])[CH2:7][CH:8]([NH:15][C:16](=[O:21])[C:17]([F:19])([F:18])[F:20])[CH2:9]2)[CH3:14]. Procedure details: Preferably in Step (v), N-(5-acetyl-6-ethyl-2,3-dihydro-1H-inden-2-yl)-2,2,2-trifluoroacetamide is treated with hydrogen gas to form N-(5,6-diethyl-2,3-dihydro-1H-inden-2-yl)-2,2,2-trifluoroacetamide having Formula (XIII) The reactants are BrCCCCN1C2=NC(=NC(=C2N=C1OC)N)OCCCC (9-(4-Bromobutyl)-2-butoxy-8-methoxy-9H-purine-6-amine), COC(CC1=CC(=CC=C1)CBr)=O (methyl[3-(bromomethyl)phenyl]acetate), CN(CC(CN)(C)C)C (N,N,2,2-tetramethylpropane-1,3-diamine), C([O-])([O-])=O.[K+].[K+] (potassium carbonate). Product: NC1=C2NC(N(C2=NC(=N1)OCCCC)CCCCN(CC(CN(C)C)(C)C)CC=1C=C(C=CC1)CC(=O)OC)=O (Methyl [3-({[4-(6-amino-2-butoxy-8-oxo-7,8-dihydro-9H-purin-9-yl)butyl][3-(dimethylamino)-2,2-dimethylpropyl]amino}methyl)phenyl]acetate). Procedure details: Using the compound obtained in Example 2-13 step (i) (350 mg), N,N,2,2-tetramethylpropane-1,3-diamine (1 ml), potassium carbonate (500 mg) and methyl[3-(bromomethyl)phenyl]acetate (200 mg), the same manner to Example 2-29 was conducted to give the titled compound as a white solid. Yield: 60 mg (13%); MS APCI+ve 570 (M+H). Reaction SMILES: Br[CH2:2][CH2:3][CH2:4][CH2:5][N:6]1[C:14]([O:15]C)=[N:13][C:12]2[C:7]1=[N:8][C:9]([O:18][CH2:19][CH2:20][CH2:21][CH3:22])=[N:10][C:11]=2[NH2:17].[CH3:23][N:24]([CH3:31])[CH2:25][C:26]([CH3:30])([CH3:29])[CH2:27][NH2:28].C(=O)([O-])[O-].[K+].[K+].[CH3:38][O:39][C:40](=[O:50])[CH2:41][C:42]1[CH:47]=[CH:46][CH:45]=[C:44]([CH2:48]Br)[CH:43]=1>>[NH2:17][C:11]1[N:10]=[C:9]([O:18][CH2:19][CH2:20][CH2:21][CH3:22])[N:8]=[C:7]2[C:12]=1[NH:13][C:14](=[O:15])[N:6]2[CH2:5][CH2:4][CH2:3][CH2:2][N:28]([CH2:48][C:44]1[CH:43]=[C:42]([CH2:41][C:40]([O:39][CH3:38])=[O:50])[CH:47]=[CH:46][CH:45]=1)[CH2:27][C:26]([CH3:30])([CH3:29])[CH2:25][N:24]([CH3:31])[CH3:23] |f:2.3.4|. The reactants are BrC1=CC(=NC=C1)C (4-bromo-2-methylpyridine), COC1=C(C=CC(=N1)C(=O)OC)B1OC(C(O1)(C)C)(C)C (methyl 6-methoxy-5-(4,4,5,5-tetramethyl-1,3,2-dioxaborolan-2-yl)pyridine-2-carboxylate), P(=O)([O-])([O-])[O-].[K+].[K+].[K+] (potassium phosphate). The reagents and catalysts are C=1C=CC(=CC1)[P](C=2C=CC=CC2)(C=3C=CC=CC3)[Pd]([P](C=4C=CC=CC4)(C=5C=CC=CC5)C=6C=CC=CC6)([P](C=7C=CC=CC7)(C=8C=CC=CC8)C=9C=CC=CC9)[P](C=1C=CC=CC1)(C=1C=CC=CC1)C=1C=CC=CC1 (tetrakis(triphenylphosphine)palladium(0)). Reaction conditions: temperature 80 celsius. The product is COC1=NC(=CC=C1C1=CC(=NC=C1)C)C(=O)OC (methyl 2-methoxy-2′-methyl-3,4′-bipyridine-6-carboxylate). Reaction SMILES: Br[C:2]1[CH:7]=[CH:6][N:5]=[C:4]([CH3:8])[CH:3]=1.[CH3:9][O:10][C:11]1[N:16]=[C:15]([C:17]([O:19][CH3:20])=[O:18])[CH:14]=[CH:13][C:12]=1B1OC(C)(C)C(C)(C)O1.P([O-])([O-])([O-])=O.[K+].[K+].[K+]>C1C=CC([P]([Pd]([P](C2C=CC=CC=2)(C2C=CC=CC=2)C2C=CC=CC=2)([P](C2C=CC=CC=2)(C2C=CC=CC=2)C2C=CC=CC=2)[P](C2C=CC=CC=2)(C2C=CC=CC=2)C2C=CC=CC=2)(C2C=CC=CC=2)C2C=CC=CC=2)=CC=1>[CH3:9][O:10][C:11]1[C:12]([C:2]2[CH:7]=[CH:6][N:5]=[C:4]([CH3:8])[CH:3]=2)=[CH:13][CH:14]=[C:15]([C:17]([O:19][CH3:20])=[O:18])[N:16]=1 |f:2.3.4.5,^1:41,43,62,81|. Procedure details: Degassed 1,2-dimethoxyethane (60 mL) and water (0.5 mL) were added to a flask charged with 4-bromo-2-methylpyridine (1.20 g, 6.98 mmol), methyl 6-methoxy-5-(4,4,5,5-tetramethyl-1,3,2-dioxaborolan-2-yl)pyridine-2-carboxylate (C31) (3.07 g, 10.5 mmol), potassium phosphate (4.44 g, 20.9 mmol), and tetrakis(triphenylphosphine)palladium(0) (0.81 g, 0.70 mmol). The mixture was heated to 80° C. for 18 hours, then cooled to room temperature and concentrated in vacuo. Silica gel chromatography (Eluant: e... Reactants: Br, O=C([O-])[O-], CC(C)c1ccc2nc3ccc(C(=O)O)cc3c(=O)n2c1, CN(C)C=O, ClCCl, [K+], [K+], BrCCCc1cccnc1. Product: CC(C)c1ccc2nc3ccc(C(=O)OCCCc4cccnc4)cc3c(=O)n2c1. Reaction SMILES: [BrH:22].[C:33](=[O:34])([O-:35])[O-:36].[CH3:1][CH:2]([CH3:3])[c:4]1[cH:5][cH:6][c:7]2[n:8][c:9]3[cH:10][cH:11][c:12]([C:19](=[O:20])[OH:21])[cH:13][c:14]3[c:15](=[O:18])[n:16]2[cH:17]1.[CH3:39][N:40]([CH3:41])[CH:42]=[O:43].[Cl:44][CH2:45][Cl:46].[K+:37].[K+:38].[n:23]1[cH:24][c:25]([CH2:29][CH2:30][CH2:31][Br:32])[cH:26][cH:27][cH:28]1>>[CH3:1][CH:2]([CH3:3])[c:4]1[cH:5][cH:6][c:7]2[n:8][c:9]3[cH:10][cH:11][c:12]([C:19]([O:20][CH2:31][CH2:30][CH2:29][c:25]4[cH:24][n:23][cH:28][cH:27][cH:26]4)=[O:21])[cH:13][c:14]3[c:15](=[O:18])[n:16]2[cH:17]1. The reactants are ClCOc1ccccc1Br, Nc1ccccn1, Cc1ccccc1C. The product is [Cl-], Nc1cccc[n+]1COc1ccccc1Br. As a reaction SMILES: [Br:8][c:9]1[c:10]([O:15][CH2:16][Cl:17])[cH:11][cH:12][cH:13][cH:14]1.[NH2:1][c:2]1[n:3][cH:4][cH:5][cH:6][cH:7]1.[c:18]1([CH3:19])[c:20]([CH3:21])[cH:22][cH:23][cH:24][cH:25]1>>[Cl-:17].[NH2:1][c:2]1[n+:3]([CH2:16][O:15][c:10]2[c:9]([Br:8])[cH:14][cH:13][cH:12][cH:11]2)[cH:4][cH:5][cH:6][cH:7]1. Reactants: O.O.[O-][Mo](=O)(=O)[O-].[Na+].[Na+] (sodium molybdate dihydrate), C(C)N(C(CC(=O)C1=CC=CC=C1)=O)CC (N,N-diethyl-3-phenyl-3-oxopropanamide). Product: C(C)N(C(CC(=O)C1=CC=CC=C1)=O)CC.C(C)N(C(CC(=O)C1=CC=CC=C1)=O)CC.O=[Mo+2]=O (Dioxomolybdenum(VI) bis(N,N-diethyl-3-phenyl-3-oxopropane amidate)). RXN SMILES: O.O.[O-:3][Mo:4]([O-])(=O)=[O:5].[Na+].[Na+].[CH2:10]([N:12]([CH2:24][CH3:25])[C:13](=[O:23])[CH2:14][C:15]([C:17]1[CH:22]=[CH:21][CH:20]=[CH:19][CH:18]=1)=[O:16])[CH3:11]>>[CH2:24]([N:12]([CH2:10][CH3:11])[C:13](=[O:23])[CH2:14][C:15]([C:17]1[CH:22]=[CH:21][CH:20]=[CH:19][CH:18]=1)=[O:16])[CH3:25].[CH2:24]([N:12]([CH2:10][CH3:11])[C:13](=[O:23])[CH2:14][C:15]([C:17]1[CH:22]=[CH:21][CH:20]=[CH:19][CH:18]=1)=[O:16])[CH3:25].[O:3]=[Mo+2:4]=[O:5] |f:0.1.2.3.4,6.7.8|. Procedure: 2.05 g sodium molybdate dihydrate and 4.33 g N,N-diethyl-3-phenyl-3-oxopropanamide were reacted according to General Preparation Procedure B. The product consisted of 5.18 g of a yellow, microcrystalline solid.